This data is from the Open Reaction Database (ORD), a public repository of structured organic reaction records. The task is: describe an organic reaction: reactants, conditions, products, and yield Starting materials: FC1=C(C=CC(=C1)F)C=1N=NN(N1)C1CC(NC1)C(=O)N1CCN(CC1)C1=C(C#N)C=CC=C1 (2-(4-{4-[5-(2,4-difluoro-phenyl)-tetrazol-2-yl]-pyrrolidine-2-carbonyl}-piperazin-1-yl)-benzonitrile), ClC1=C(C=O)C=CC=C1 (2-chloro-benzaldehyde). The product is ClC1=C(CN2[C@@H](C[C@@H](C2)N2N=C(N=N2)C2=C(C=C(C=C2)F)F)C(=O)N2CCN(CC2)C2=C(C#N)C=CC=C2)C=CC=C1 (2-(4-{(2S,4S)-1-(2-Chloro-benzyl)-4-[5-(2,4-difluoro-phenyl)-tetrazol-2-yl]-pyrrolidine-2-carbonyl}-piperazin-1-yl)-benzonitrile). Yield: 14.4%. Reaction SMILES: [F:1][C:2]1[CH:7]=[C:6]([F:8])[CH:5]=[CH:4][C:3]=1[C:9]1[N:10]=[N:11][N:12]([CH:14]2[CH2:18][NH:17][CH:16]([C:19]([N:21]3[CH2:26][CH2:25][N:24]([C:27]4[CH:34]=[CH:33][CH:32]=[CH:31][C:28]=4[C:29]#[N:30])[CH2:23][CH2:22]3)=[O:20])[CH2:15]2)[N:13]=1.[Cl:35][C:36]1[CH:43]=[CH:42][CH:41]=[CH:40][C:37]=1[CH:38]=O>>[Cl:35][C:36]1[CH:43]=[CH:42][CH:41]=[CH:40][C:37]=1[CH2:38][N:17]1[CH2:18][C@@H:14]([N:12]2[N:11]=[N:10][C:9]([C:3]3[CH:4]=[CH:5][C:6]([F:8])=[CH:7][C:2]=3[F:1])=[N:13]2)[CH2:15][C@H:16]1[C:19]([N:21]1[CH2:22][CH2:23][N:24]([C:27]2[CH:34]=[CH:33][CH:32]=[CH:31][C:28]=2[C:29]#[N:30])[CH2:25][CH2:26]1)=[O:20]. Reported procedure: As described for Example 1e, 2-(4-{4-[5-(2,4-difluoro-phenyl)-tetrazol-2-yl]-pyrrolidine-2-carbonyl}-piperazin-1-yl)-benzonitrile (60 mg, 0.13 mmol) was converted, using 2-chloro-benzaldehyde (20 mg, 0.14 mmol) instead of benzaldehyde, to the title compound (11 mg, 14.4%) as light yellow oil. MS m/e=589.1 (75%); 591.1 (25%) [M+H]+.